From a dataset of the Open Reaction Database (ORD), a public repository of structured organic reaction records. describe an organic reaction: reactants, conditions, products, and yield Reactants: COC1=CC=C(CN(C2=NC=C(C=N2)C=2C3=C(N=C(N2)N2CCOCC2)NCC3)CC3=CC=C(C=C3)OC)C=C1 (bis-(4-methoxy-benzyl)-[5-(2-morpholin-4-yl-6,7-dihydro-5H-pyrrolo[2,3-d]pyrimidin-4-yl)-pyrimidin-2-yl]-amine), BrC=1C=C(C=CC1)CC(=O)N1CCN(CC1)C (2-(3-bromo-phenyl)-1-(4-methyl-piperazin-1-yl)-ethanone). Product: COC1=CC=C(CN(C2=NC=C(C=N2)C=2C3=C(N=C(N2)N2CCOCC2)N(CC3)C=3C=C(C=CC3)CC(=O)N3CCN(CC3)C)CC3=CC=C(C=C3)OC)C=C1 (2-[3-(4-{2-[bis-(4-methoxy-benzyl)-amino]-pyrimidin-5-yl}-2-morpholin-4-yl-5,6-dihydro-pyrrolo[2,3-d]pyrimidin-7-yl)-phenyl]-1-(4-methyl-piperazin-1-yl)-ethanone). As a reaction SMILES: [CH3:1][O:2][C:3]1[CH:40]=[CH:39][C:6]([CH2:7][N:8]([CH2:30][C:31]2[CH:36]=[CH:35][C:34]([O:37][CH3:38])=[CH:33][CH:32]=2)[C:9]2[N:14]=[CH:13][C:12]([C:15]3[C:16]4[CH2:29][CH2:28][NH:27][C:17]=4[N:18]=[C:19]([N:21]4[CH2:26][CH2:25][O:24][CH2:23][CH2:22]4)[N:20]=3)=[CH:11][N:10]=2)=[CH:5][CH:4]=1.Br[C:42]1[CH:43]=[C:44]([CH2:48][C:49]([N:51]2[CH2:56][CH2:55][N:54]([CH3:57])[CH2:53][CH2:52]2)=[O:50])[CH:45]=[CH:46][CH:47]=1>>[CH3:38][O:37][C:34]1[CH:33]=[CH:32][C:31]([CH2:30][N:8]([CH2:7][C:6]2[CH:5]=[CH:4][C:3]([O:2][CH3:1])=[CH:40][CH:39]=2)[C:9]2[N:10]=[CH:11][C:12]([C:15]3[C:16]4[CH2:29][CH2:28][N:27]([C:42]5[CH:43]=[C:44]([CH2:48][C:49]([N:51]6[CH2:52][CH2:53][N:54]([CH3:57])[CH2:55][CH2:56]6)=[O:50])[CH:45]=[CH:46][CH:47]=5)[C:17]=4[N:18]=[C:19]([N:21]4[CH2:26][CH2:25][O:24][CH2:23][CH2:22]4)[N:20]=3)=[CH:13][N:14]=2)=[CH:36][CH:35]=1. Procedure: Using bis-(4-methoxy-benzyl)-[5-(2-morpholin-4-yl-6,7-dihydro-5H-pyrrolo[2,3-d]pyrimidin-4-yl)-pyrimidin-2-yl]-amine (200 mg) and 2-(3-bromo-phenyl)-1-(4-methyl-piperazin-1-yl)-ethanone (126 mg) instead of 4-chloropicolinic acid t-butylamide, in the same manner as Example 1-D-07, a crude product of 2-[3-(4-{2-[bis-(4-methoxy-benzyl)-amino]-pyrimidin-5-yl}-2-morpholin-4-yl-5,6-dihydro-pyrrolo[2,3-d]pyrimidin-7-yl)-phenyl]-1-(4-methyl-piperazin-1-yl)-ethanone was obtained, and further PMB group wa...